From a dataset of the Open Reaction Database (ORD), a public repository of structured organic reaction records. describe an organic reaction: reactants, conditions, products, and yield Reactants: ClC1=CC=C(C=N1)CC=1C=C2C(N(C=NC2=C2C1C=CC=C2)[C@H]2CCOC[C@@H]2O)=O (1,5-anhydro-3-{6-[(6-chloropyridin-3-yl)methyl]-4-oxobenzo[h]quinazolin-3(4H)-yl}-2,3-dideoxy-L-threo-pentitol), N[C@@H]1[C@H](COCC1)O ((3R,4S)-4-aminotetrahydro-2H-pyran-3-ol). Product: ClC1=CC=C(C=N1)CC=1C=C2C(N(C=NC2=C2C1C=CC=C2)[C@@H]2[C@H](CCCC2)O)=O (6-[(6-Chloropyridin-3-yl)methyl]-3-[(1S,2S)-2-hydroxycyclohexyl]benzo[h]quinazolin-4(3H)-one). Reaction SMILES: [Cl:1][C:2]1[N:7]=[CH:6][C:5]([CH2:8][C:9]2[CH:10]=[C:11]3[C:16](=[C:17]4[CH:22]=[CH:21][CH:20]=[CH:19][C:18]=24)[N:15]=[CH:14][N:13]([C@@H:23]2[C@@H:28]([OH:29])[CH2:27]O[CH2:25][CH2:24]2)[C:12]3=[O:30])=[CH:4][CH:3]=1.N[C@H:32]1CCOC[C@@H]1O>>[Cl:1][C:2]1[N:7]=[CH:6][C:5]([CH2:8][C:9]2[CH:10]=[C:11]3[C:16](=[C:17]4[CH:22]=[CH:21][CH:20]=[CH:19][C:18]=24)[N:15]=[CH:14][N:13]([C@H:23]2[CH2:24][CH2:25][CH2:32][CH2:27][C@@H:28]2[OH:29])[C:12]3=[O:30])=[CH:4][CH:3]=1. Procedure: 6-[(6-Chloropyridin-3-yl)methyl]-3-[(1S,2S)-2-hydroxycyclohexyl]benzo[h]quinazolin-4(3H)-one was prepared by the procedure described for the synthesis of 1,5-anhydro-3-{6-[(6-chloropyridin-3-yl)methyl]-4-oxobenzo[h]quinazolin-3(4H)-yl}-2,3-dideoxy-L-threo-pentitol in Example 2, substituting (1S,2S)-2-aminocyclohexanol for (3R,4S)-4-aminotetrahydro-2H-pyran-3-ol. Reactants: CCOC(=O)c1cc(CCc2ccccc2Br)c[nH]1, CO, [Na+], [OH-]. The product is O=C(O)c1cc(CCc2ccccc2Br)c[nH]1. Reaction SMILES: [CH2:3]([CH3:4])[O:5][C:6](=[O:7])[c:8]1[nH:9][cH:10][c:11]([CH2:13][CH2:14][c:15]2[c:16]([Br:21])[cH:17][cH:18][cH:19][cH:20]2)[cH:12]1.[CH3:22][OH:23].[Na+:2].[OH-:1]>>[O:5]=[C:6]([OH:7])[c:8]1[nH:9][cH:10][c:11]([CH2:13][CH2:14][c:15]2[c:16]([Br:21])[cH:17][cH:18][cH:19][cH:20]2)[cH:12]1. Starting materials: S(O)(O)(=O)=O (sulphuric acid), nitrile, nitrile, C(CC)C(C#N)CCC (di-n-propyl acetonitrile), nitrile, amide, N(=O)[O-].[Na+] (sodium nitrite), N(=O)[O-] (nitrite), C(CC)C(C#N)CCC (di-n-propyl acetonitrile), S(O)(O)(=O)=O (sulphuric acid). Yields the product C(CC)C(C(=O)N)CCC (di-n-propyl acetamide). As a reaction SMILES: [CH2:1]([CH:4]([CH2:7][CH2:8][CH3:9])[C:5]#[N:6])[CH2:2][CH3:3].S(=O)(=O)(O)[OH:11].N([O-])=O.[Na+].N([O-])=O>>[CH2:1]([CH:4]([CH2:7][CH2:8][CH3:9])[C:5]([NH2:6])=[O:11])[CH2:2][CH3:3] |f:2.3|. Procedure: As regards the hydrolysis of the di-n-propyl acetonitrile, this will advantageously be carried out by means of 80% by weight sulphuric acid in the proportion of 3 to 5 g of dilute acid/g of nitrile, for example, 3.75 g of dilute acid/g of nitrile over a period of 90 minutes at 80°-85° C. and adding to the resulting amide an aqueous solution of sodium nitrite in the proportion of 1.4 mol of nitrite/mol of di-n-propyl acetonitrile, the reaction taking place for 2 hours at 40°-50° C. It will also b... The reactants are CC(C)(C)c1cccc(C(C)(C)C)n1, ClCCl, CC(O[Si](C)(C)C)(C(=O)Cl)C(F)(F)F, Nc1ccc(I)c([N+](=O)[O-])c1Cl. Yields the product CC(O[Si](C)(C)C)(C(=O)Nc1ccc(I)c([N+](=O)[O-])c1Cl)C(F)(F)F. RXN SMILES: [C:13]([c:14]1[cH:15][cH:16][cH:17][c:18]([C:19]([CH3:20])([CH3:21])[CH3:22])[n:23]1)([CH3:24])([CH3:25])[CH3:26].[Cl:41][CH2:42][Cl:43].[F:27][C:28]([C:29]([C:30](=[O:31])[Cl:32])([CH3:33])[O:34][Si:35]([CH3:36])([CH3:37])[CH3:38])([F:39])[F:40].[I:1][c:2]1[c:3]([N+:10](=[O:11])[O-:12])[c:4]([Cl:9])[c:5]([NH2:6])[cH:7][cH:8]1>>[I:1][c:2]1[c:3]([N+:10](=[O:11])[O-:12])[c:4]([Cl:9])[c:5]([NH:6][C:30]([C:29]([C:28]([F:27])([F:39])[F:40])([CH3:33])[O:34][Si:35]([CH3:36])([CH3:37])[CH3:38])=[O:31])[cH:7][cH:8]1. The reactants are OCC(=O)OCC (ethyl 2-hydroxyacetate), O1CCCC=C1 (3,4-dihydro-2H-pyran), CC1=CC=C(C=C1)S(=O)(=O)[O-].C1=CC=[NH+]C=C1 (PPTS). Solvent: C(Cl)Cl (CH2Cl2). Conditions: time 4 hour. Product: O1C(CCCC1)OCC(=O)OCC (ethyl 2-(tetrahydro-2H-pyran-2-yloxy)acetate). Isolated yield 80.0%. RXN SMILES: [OH:1][CH2:2][C:3]([O:5][CH2:6][CH3:7])=[O:4].[O:8]1[CH:13]=[CH:12][CH2:11][CH2:10][CH2:9]1.CC1C=CC(S([O-])(=O)=O)=CC=1.C1C=C[NH+]=CC=1>C(Cl)Cl>[O:8]1[CH2:13][CH2:12][CH2:11][CH2:10][CH:9]1[O:1][CH2:2][C:3]([O:5][CH2:6][CH3:7])=[O:4] |f:2.3|. Reported procedure: To a mixture of ethyl 2-hydroxyacetate (2 g, 20 mmol, Aldrich) and 3,4-dihydro-2H-pyran (3.2 g, 40 mmol, Alfa) in 40 mL of CH2Cl2 was added PPTS (500 mg, 2 mmol) slowly at rt. The mixture was stirred at rt for 4 hours, and then the mixture was washed with brine (20 mL×2), the combined organic phases were dried over Na2SO4 and concentrated in vacuo. The residue was purified by a silica gel column chromatography (PE: EtOAc=20:1) to give colorless oil (3.01 g, 81%). Reactants: FC(COC(OCC(C(F)(F)F)(F)F)=O)(C(F)(F)F)F (bis(2,2,3,3,3-pentafluoropropyl)carbonate), FC(CNC(OCC1CC(CC=C1)COC(NCC(C(F)(F)F)(F)F)=O)=O)(C(F)(F)F)F (tetrahydro-m-xylylene bis(2,2,3,3,3-pentafluoropropyl carbamate)). Product: C(N)(OCC1CC(CC=C1)COC(N)=O)=O (tetrahydro-m-xylylene dicarbamate). The yield is 95.5%. As a reaction SMILES: FC(F)(C(F)(F)F)COC(=O)OCC(F)(F)C(F)(F)F.FC(F)(C(F)(F)F)C[NH:24][C:25](=[O:47])[O:26][CH2:27][CH:28]1[CH:33]=[CH:32][CH2:31][CH:30]([CH2:34][O:35][C:36](=[O:46])[NH:37]CC(F)(F)C(F)(F)F)[CH2:29]1>>[C:36](=[O:46])([O:35][CH2:34][CH:30]1[CH:31]=[CH:32][CH2:33][CH:28]([CH2:27][O:26][C:25](=[O:47])[NH2:24])[CH2:29]1)[NH2:37]. Procedure details: The reaction was carried out in the same manner as Example 7 except for using 53.5 g (0.1642 mol) of bis(2,2,3,3,3-pentafluoropropyl)carbonate (to be referred to as “BPFC” hereinafter) synthesized in the above Synthesis Example 3 in place of BTFC, and it was confirmed that tetrahydro-m-xylylene bis(2,2,3,3,3-pentafluoropropyl carbamate) (to be referred to as H-XDC-3 hereinafter) was generated as the main product (H-XDA base yield 95.5%). Structural assignment of the product H-XDC-3 was carried o... Reactants: resultant mixture, C(C(=O)Cl)(=O)Cl (Oxalyl chloride), C(C1=CC=CC=C1)OCCC(=O)O (3-benzyloxypropionic acid), C1=CC=CC=C1 (benzen), CN(C=O)C (dimethylformamide). Conditions: time 5 hour. Yields the product C(C1=CC=CC=C1)OCCC(=O)OCC1(COC1)C (3-methyl-3-oxetanylmethyl 3-benzyloxypropionate). RXN SMILES: [C:1](Cl)(=O)C(Cl)=O.[CH2:7]([O:14][CH2:15][CH2:16][C:17]([OH:19])=[O:18])[C:8]1[CH:13]=[CH:12][CH:11]=[CH:10][CH:9]=1.CN(C)[CH:22]=[O:23].[CH:25]1[CH:30]=[CH:29]C=CC=1>>[CH2:7]([O:14][CH2:15][CH2:16][C:17]([O:19][CH2:1][C:30]1([CH3:29])[CH2:22][O:23][CH2:25]1)=[O:18])[C:8]1[CH:13]=[CH:12][CH:11]=[CH:10][CH:9]=1. Procedure: Oxalyl chloride (880 mg) was added to a solution of 3-benzyloxypropionic acid (1.04 g) in benzen (10 ml). Subsequently, dimethylformamide (100 mg) was added. After the resultant mixture was stirred for 30 minutes at room temperature, benzen was distilled off. Azeotropic distillation was performed twice through use of benzen (10 ml), and the resultant residue was dissolved in tetrahydrofuran (10 ml). To the solution were added 3-methyl-3-oxetanyl-methyl alcohol (620 mg) and then triethylamine (62... Reactants: COC=1C=C(C=C(C1)OC)C#CC1=CN(C=2N=CN=C(C21)N)[C@@H]2CNCC2 ((S)-5-((3,5-dimethoxyphenyl)ethynyl)-7-(pyrrolidin-3-yl)-7H-pyrrolo[2,3-d]pyrimidin-4-amine), intermediate, C(C#CC)(=O)O (2-butynoic acid). Product: NC=1C2=C(N=CN1)N(C=C2C#CC2=CC(=CC(=C2)OC)OC)[C@@H]2CN(CC2)C(C#CC)=O ((S)-1-(3-(4-amino-5-((3,5-dimethoxyphenyl)ethynyl)-7H-pyrrolo[2,3-d]pyrimidin-7-yl)pyrrolidin-1-yl)but-2-yn-1-one). RXN SMILES: [CH3:1][O:2][C:3]1[CH:4]=[C:5]([C:11]#[C:12][C:13]2[C:21]3[C:20]([NH2:22])=[N:19][CH:18]=[N:17][C:16]=3[N:15]([C@H:23]3[CH2:27][CH2:26][NH:25][CH2:24]3)[CH:14]=2)[CH:6]=[C:7]([O:9][CH3:10])[CH:8]=1.[C:28](O)(=[O:32])[C:29]#[C:30][CH3:31]>>[NH2:22][C:20]1[C:21]2[C:13]([C:12]#[C:11][C:5]3[CH:4]=[C:3]([O:2][CH3:1])[CH:8]=[C:7]([O:9][CH3:10])[CH:6]=3)=[CH:14][N:15]([C@H:23]3[CH2:27][CH2:26][N:25]([C:28](=[O:32])[C:29]#[C:30][CH3:31])[CH2:24]3)[C:16]=2[N:17]=[CH:18][N:19]=1. Reported procedure: In accordance with Example 4 (Step 1), except that (S)-5-((3,5-dimethoxyphenyl)ethynyl)-7-(pyrrolidin-3-yl)-7H-pyrrolo[2,3-d]pyrimidin-4-amine (i.e., the intermediate obtained in Example 38 (Step 4)) and 2-butynoic acid were used, the title compound was obtained as a colorless, amorphous substance. Table 1 shows the physical properties thereof. Procedure: A solution of 9-{(3aR,4R,6S,6aR)-6-[3-(tert-butyl)-1,2,4-oxadiazol-5-yl]-2,2-dimethyltetrahydrofuro[3,4-d][1,3]dioxol-4-yl}-N-isobutyl-9H-purin-6-amine (14 mg) in a cold mixture of trifluoroacetic acid:water (9:1; 1 ml) was kept at 4° C. for 18 h. The resulting solution was basified in an ice bath with saturated aqueous sodium bicarbonate (20 ml), extracted with ethyl acetate (2×20 ml), the extracts dried (MgSO4) and evaporated to dryness in vacuo to afford the title compound (7.66 mg) as a whit... Run at time 18 hour. The solvent is C([O-])(O)=O.[Na+] (sodium bicarbonate). The reactants are C(C)(C)(C)C1=NOC(=N1)[C@H]1O[C@H]([C@H]2[C@H]1OC(O2)(C)C)N2C1=NC=NC(=C1N=C2)NCC(C)C (9-{(3aR,4R,6S,6aR)-6-[3-(tert-butyl)-1,2,4-oxadiazol-5-yl]-2,2-dimethyltetrahydrofuro[3,4-d][1,3]dioxol-4-yl}-N-isobutyl-9H-purin-6-amine), FC(C(=O)O)(F)F.O (trifluoroacetic acid water). RXN SMILES: [C:1]([C:5]1[N:9]=[C:8]([C@@H:10]2[C@@H:14]3[O:15]C(C)(C)[O:17][C@H:13]3[C@H:12]([N:20]3[CH:28]=[N:27][C:26]4[C:21]3=[N:22][CH:23]=[N:24][C:25]=4[NH:29][CH2:30][CH:31]([CH3:33])[CH3:32])[O:11]2)[O:7][N:6]=1)([CH3:4])([CH3:3])[CH3:2].FC(F)(F)C(O)=O.O>C(=O)(O)[O-].[Na+]>[C:1]([C:5]1[N:9]=[C:8]([C@@H:10]2[C@@H:14]([OH:15])[C@@H:13]([OH:17])[C@H:12]([N:20]3[CH:28]=[N:27][C:26]4[C:21]3=[N:22][CH:23]=[N:24][C:25]=4[NH:29][CH2:30][CH:31]([CH3:33])[CH3:32])[O:11]2)[O:7][N:6]=1)([CH3:4])([CH3:3])[CH3:2] |f:1.2,3.4|. The product is C(C)(C)(C)C1=NOC(=N1)[C@H]1O[C@H]([C@@H]([C@@H]1O)O)N1C2=NC=NC(=C2N=C1)NCC(C)C ((2S,3S,4R,5R)-2-[3-(tert-butyl)-1,2,4-oxadiazol-5-yl]-5-[6-(isobutylamino)-9H-purin-9-yl]tetrahydrofuran-3,4-diol). The yield is 60.0%.